From a dataset of the Open Reaction Database (ORD), a public repository of structured organic reaction records. describe an organic reaction: reactants, conditions, products, and yield Yields the product ClC=1C=C(C=C(C1)F)C1=CC(=NN1C1=CC(=NC=C1)C)C(=O)N1CC(NCC1)=O (4-{[5-(3-Chloro-5-fluorophenyl)-1-(2-methylpyridin-4-yl)-1H-pyrazol-3-yl]carbonyl}piperazin-2-one). Procedure: 75 mg (0.23 mmol) of the compound of Example 30A is reacted analogously to the synthesis of the compound of Example 4 with 24 mg (0.24 mmol) of 2-oxopiperazine. 77 mg (82% of theory) of the title compound is obtained. RXN SMILES: [Cl:1][C:2]1[CH:3]=[C:4]([C:9]2[N:13]([C:14]3[CH:19]=[CH:18][N:17]=[C:16]([CH3:20])[CH:15]=3)[N:12]=[C:11]([C:21]([OH:23])=O)[CH:10]=2)[CH:5]=[C:6]([F:8])[CH:7]=1.ClC1C=C(C2N(C3C=NC=CC=3)N=C(C([N:45]3[CH2:50][CH2:49][NH:48][C:47](=[O:51])[CH2:46]3)=O)C=2)C=C(F)C=1.O=C1CNCCN1>>[Cl:1][C:2]1[CH:3]=[C:4]([C:9]2[N:13]([C:14]3[CH:19]=[CH:18][N:17]=[C:16]([CH3:20])[CH:15]=3)[N:12]=[C:11]([C:21]([N:45]3[CH2:50][CH2:49][NH:48][C:47](=[O:51])[CH2:46]3)=[O:23])[CH:10]=2)[CH:5]=[C:6]([F:8])[CH:7]=1. Starting materials: ClC=1C=C(C=C(C1)F)C1=CC(=NN1C1=CC(=NC=C1)C)C(=O)O (5-(3-Chloro-5-fluorophenyl)-1-(2-methylpyridin-4-yl)-1H-pyrazole-3-carboxylic acid), ClC=1C=C(C=C(C1)F)C1=CC(=NN1C=1C=NC=CC1)C(=O)N1CC(NCC1)=O (4-{[5-(3-Chloro-5-fluorophenyl)-1-(pyridin-3-yl)-1H-pyrazol-3-yl]carbonyl}piperazin-2-one), O=C1NCCNC1 (2-oxopiperazine). Starting materials: FC(C(=O)OC(C(F)(F)F)=O)(F)F (Trifluoroacetic anhydride), FC=1C=C(C=C(C1C1CCS(CC1)=O)F)N1C(O[C@H](C1)CNC(C)=O)=O (N-[[(5S)-3-[3,5-difluoro-4-(tetrahydro-1-oxido-2H-thiopyran-4-yl)phenyl]-2-oxo-5-oxazolidinyl]methyl]acetamide), CN1CCOCC1 (N-methylmorpholine). Run in ClCCl (dichloromethane). Conditions: time 8 hour. Product: O=S1(CCC(C=C1)C1=C(C=C(C=C1F)N1C(O[C@H](C1)CNC(C)=O)=O)F)=O (N-[[(5S)-3-[4-(3,4-dihydro-1,1-dioxido-2H-thiopyran-4-yl)-3,5-difluorophenyl]-2-oxo-5-oxazolidinyl]methyl]acetamide). The yield is 85.0%. Reaction SMILES: FC(F)(F)C(OC(=O)C(F)(F)F)=[O:4].[F:14][C:15]1[CH:16]=[C:17]([N:29]2[CH2:33][C@H:32]([CH2:34][NH:35][C:36](=[O:38])[CH3:37])[O:31][C:30]2=[O:39])[CH:18]=[C:19]([F:28])[C:20]=1[CH:21]1[CH2:26][CH2:25][S:24](=[O:27])[CH2:23][CH2:22]1.CN1CCOCC1>ClCCl>[O:27]=[S:24]1(=[O:4])[CH:25]=[CH:26][CH:21]([C:20]2[C:19]([F:28])=[CH:18][C:17]([N:29]3[CH2:33][C@H:32]([CH2:34][NH:35][C:36](=[O:38])[CH3:37])[O:31][C:30]3=[O:39])=[CH:16][C:15]=2[F:14])[CH2:22][CH2:23]1. Procedure details: Trifluoroacetic anhydride (2.24 ml, 15.8 mmol) was added dropwise at room temperature to a solution of N-[[(5S)-3-[3,5-difluoro-4-(tetrahydro-1-oxido-2H-thiopyran-4-yl)phenyl]-2-oxo-5-oxazolidinyl]methyl]acetamide (2.04 g, 5.28 mmol and N-methylmorpholine (2.90 ml, 26.4 mmol) in dichloromethane (50 ml). The reaction mixture was stirred overnight at room temperature and then evaporated to dryness. The resulting crude N-({(5S)-3-[4-(3,4-dihydro-2H-thiopyran-4-yl)-3,5-difluorophenyl]-2-oxo-1,3-oxaz... The reactants are OC1=CC=C(C=C)C=C1 (4-hydroxystyrene), C(C(=C)C)(=O)OCC(=CC)C (2-methyl-2-butenyl methacrylate), O1CCOCC1 (dioxane). Reagents/catalysts: N(=NC(C#N)(C)C)C(C#N)(C)C (azobisisobutyronitrile). Solvent: C=1(C(=CC=CC1)C)C (xylene). Conditions: temperature 20 celsius, time 20 hour. Yields the product OC1=CC=C(C=C)C=C1.C(C(=C)C)(=O)OCC=C(C)C (4-hydroxystyrene 3-methyl-2-butenyl methacrylate). As a reaction SMILES: [OH:1][C:2]1[CH:9]=[CH:8][C:5]([CH:6]=[CH2:7])=[CH:4][CH:3]=1.[C:10]([O:15][CH2:16][C:17](C)=[CH:18][CH3:19])(=[O:14])[C:11]([CH3:13])=[CH2:12].O1CCOC[CH2:22]1>N(C(C)(C)C#N)=NC(C)(C)C#N.C1(C)C(C)=CC=CC=1>[OH:1][C:2]1[CH:9]=[CH:8][C:5]([CH:6]=[CH2:7])=[CH:4][CH:3]=1.[C:10]([O:15][CH2:16][CH:17]=[C:18]([CH3:19])[CH3:22])(=[O:14])[C:11]([CH3:13])=[CH2:12] |f:5.6|. Procedure: A 1-liter flask was charged with 72.1 g (0.60 mol) of 4-hydroxystyrene, 49.2 g (0.60 mol) of 2-methyl-2-butenyl methacrylate, 1.5 g (0.009 mol) of azobisisobutyronitrile and 300 ml of dioxane, and the mixture was stirred for 20 hours at 20° C. in a nitrogen gas stream. The resultant reaction mixture was poured into 5 liters of xylene, and precipitate formed was collected by filtration. The resultant solids were dissolved in 300 ml of acetone, and the solution was poured into 4 liters of n-hexane... The reactants are ClC1=CC=C(C=O)C=C1 (4-chlorobenzaldehyde), C(CCC)[Li] (n-butyl lithium), C(CC(=O)C)(=O)OC (methyl acetoacetate), [H-].[Na+] (NaH), aldehyde. The solvent is O1CCCC1 (tetrahydrofuran), CCCCCC (hexane). Run at time 15 minute. Product: ClC1=CC=C(C=C1)C1CC(=CC(O1)=O)O (6-(4-Chlorophenyl)-5,6-dihydro-4-hydroxy-2H-pyran-2-one), solid. RXN SMILES: [C:1]([O:7][CH3:8])(=[O:6])[CH2:2][C:3]([CH3:5])=[O:4].[H-].[Na+].C([Li])CCC.[Cl:16][C:17]1[CH:24]=[CH:23][C:20](C=O)=[CH:19][CH:18]=1>CCCCCC.O1CCCC1>[Cl:16][C:17]1[CH:24]=[CH:23][C:20]([CH:8]2[O:7][C:1](=[O:6])[CH:2]=[C:3]([OH:4])[CH2:5]2)=[CH:19][CH:18]=1 |f:1.2|. Procedure details: The title compound was prepared as described in General Method 1 using 10 mL of methyl acetoacetate, 3.9 g of NaH 60% dispersion in oil, 58 mL of 1.6M n-butyl lithium in hexane, 13.5 g of 4-chlorobenzaldehyde and 250 mL of tetrahydrofuran. After addition of the aldehyde, the reaction was stirred for 15 minutes at 0°0 C. then allowed to warm to room temperature overnight. The crude product was triturated from diethyl ether to afford a solid (m.p. 149°-150° C.). 1H NMR (CDCl3) δ 2.83 (dd, 1 H), 2....